From a dataset of the Open Reaction Database (ORD), a public repository of structured organic reaction records. describe an organic reaction: reactants, conditions, products, and yield Reactants: C(C)(=O)O (acetic acid), C(CCCCCC)C1=CC=C(C(CC=2C=C(C#N)C=CC2)=O)C=C1 (3-(4-n-heptylphenacyl)benzonitrile). Run in S(O)(O)(=O)=O (sulfuric acid), O (water). Yields the product C(CCCCCC)C1=CC=C(C(CC=2C=C(C(=O)O)C=CC2)=O)C=C1 (3-(4-n-heptylphenacyl)benzoic acid). Isolated yield 1.5%. As a reaction SMILES: [CH2:1]([C:8]1[CH:24]=[CH:23][C:11]([C:12](=[O:22])[CH2:13][C:14]2[CH:15]=C([CH:19]=[CH:20][CH:21]=2)C#N)=[CH:10][CH:9]=1)[CH2:2][CH2:3][CH2:4][CH2:5][CH2:6][CH3:7].[C:25]([OH:28])(=[O:27])[CH3:26]>S(=O)(=O)(O)O.O>[CH2:1]([C:8]1[CH:9]=[CH:10][C:11]([C:12](=[O:22])[CH2:13][C:14]2[CH:15]=[C:26]([CH:19]=[CH:20][CH:21]=2)[C:25]([OH:28])=[O:27])=[CH:23][CH:24]=1)[CH2:2][CH2:3][CH2:4][CH2:5][CH2:6][CH3:7]. Reported procedure: A mixture of 3-cyanophenylacetic acid (13 g, 0.08 mole) and thionyl chloride (100 ml) is heated under reflux for 90 minutes. The excess thionyl chloride is removed by evaporation under reduced pressure. The residue is dissolved in methylene chloride (20 ml) and the resulting solution added to aluminum chloride (16.2 g, 0.12 mole) in methylene chloride (200 ml) with vigorous stirring. A solution of 1-phenylheptane (14.3 g, 0.12 mole) in methylene chloride (50 ml) is then added over 20 minutes. Th... The reactants are C(C1=CC=CC=C1)N(CC(=O)C1=CC(=C(C=C1)OCC1=CC=CC=C1)[N+](=O)[O-])C1CC2=CC(=C(C=C2C1)CC)CC (2-[benzyl-(5,6-diethyl-indan-2-yl)-amino]-1-(4-benzyloxy-3-nitro-phenyl)-ethanone), NC=1C=C(C=CC1OCC1=CC=CC=C1)[C@H](CN(C1CC2=CC(=C(C=C2C1)CC)CC)CC1=CC=CC=C1)O ((R)-1-(3-Amino-4-benzyloxy-phenyl)-2-[benzyl-(5,6-diethyl-indan-2-yl)-amino]-ethanol). Run at time 48 hour. Yields the product NC=1C=C(C=CC1OCC1=CC=CC=C1)CCN(C1CC2=CC(=C(C=C2C1)CC)CC)CC1=CC=CC=C1 (1-(3-Amino-4-benzyloxy-phenyl)-2-[benzyl-(5,6-diethyl-indan-2-yl)-amino]-ethan). RXN SMILES: [CH2:1]([N:8]([CH:29]1[CH2:37][C:36]2[C:31](=[CH:32][C:33]([CH2:40][CH3:41])=[C:34]([CH2:38][CH3:39])[CH:35]=2)[CH2:30]1)[CH2:9][C:10]([C:12]1[CH:17]=[CH:16][C:15]([O:18][CH2:19][C:20]2[CH:25]=[CH:24][CH:23]=[CH:22][CH:21]=2)=[C:14]([N+:26]([O-])=O)[CH:13]=1)=O)[C:2]1[CH:7]=[CH:6][CH:5]=[CH:4][CH:3]=1.NC1C=C([C@@H](O)CN(CC2C=CC=CC=2)C2CC3C(=CC(CC)=C(CC)C=3)C2)C=CC=1OCC1C=CC=CC=1>>[NH2:26][C:14]1[CH:13]=[C:12]([CH2:10][CH2:9][N:8]([CH2:1][C:2]2[CH:7]=[CH:6][CH:5]=[CH:4][CH:3]=2)[CH:29]2[CH2:30][C:31]3[C:36](=[CH:35][C:34]([CH2:38][CH3:39])=[C:33]([CH2:40][CH3:41])[CH:32]=3)[CH2:37]2)[CH:17]=[CH:16][C:15]=1[O:18][CH2:19][C:20]1[CH:21]=[CH:22][CH:23]=[CH:24][CH:25]=1. Procedure details: 1-(3-Amino-4-benzyloxy-phenyl)-2-[benzyl-(5,6-diethyl-indan-2-yl)-amino]-ethan ne is prepared from 2-[benzyl-(5,6-diethyl-indan-2-yl)-amino]-1-(4-benzyloxy-3-nitro-phenyl)-ethanone (1.50 g) by an analogous procedure to that used to prepare (R)-1-(3-Amino-4-benzyloxy-phenyl)-2-[benzyl-(5,6-diethyl-indan-2-yl)-amino]-ethanol in Example 19. The reaction is shown to be complete by TLC after 48 hours. The catalyst is filtered off and the solvent is removed in vacuo. The product is purified by flash c... Reactants: [Ag+], [Ag+], O=C([O-])[O-], CCOC(=O)c1c(CI)nc2cc(OC)c(OC)cc2c1-c1ccc(OC)c(OC)c1, Cn1ccnc1O, c1ccccc1. Product: CCOC(=O)c1c(COc2nccn2C)nc2cc(OC)c(OC)cc2c1-c1ccc(OC)c(OC)c1. RXN SMILES: [Ag+:43].[Ag+:44].[C:39](=[O:40])([O-:41])[O-:42].[I:1][CH2:2][c:3]1[n:4][c:5]2[cH:6][c:7]([O:30][CH3:31])[c:8]([O:28][CH3:29])[cH:9][c:10]2[c:11](-[c:18]2[cH:19][c:20]([O:26][CH3:27])[c:21]([O:24][CH3:25])[cH:22][cH:23]2)[c:12]1[C:13](=[O:14])[O:15][CH2:16][CH3:17].[OH:32][c:33]1[n:34]([CH3:38])[cH:35][cH:36][n:37]1.[cH:45]1[cH:46][cH:47][cH:48][cH:49][cH:50]1>>[CH2:2]([c:3]1[n:4][c:5]2[cH:6][c:7]([O:30][CH3:31])[c:8]([O:28][CH3:29])[cH:9][c:10]2[c:11](-[c:18]2[cH:19][c:20]([O:26][CH3:27])[c:21]([O:24][CH3:25])[cH:22][cH:23]2)[c:12]1[C:13](=[O:14])[O:15][CH2:16][CH3:17])[O:32][c:33]1[n:34]([CH3:38])[cH:35][cH:36][n:37]1. The reactants are ClC=1C(=CC=2C3=C(N(C2C1)CC(C)(O)C1=CC=NC=C1)CCN(C3)C)Cl (1-(7,8-dichloro-2-methyl-3,4-dihydro-1H-pyrido[4,3-b]indol-5(2H)-yl)-2-(pyridin-4-yl)propan-2-ol), [OH-].[K+] (KOH). The solvent is S(=O)(Cl)Cl (thionylchloride), O (water). Reaction conditions: time 5 minute. The product is ClC=1C(=CC=2C3=C(N(C2C1)\C=C(/C)\C1=CC=NC=C1)CCN(C3)C)Cl ((E)-7,8-dichloro-2-methyl-5-(2-(pyridin-4-yl)prop-1-enyl)-2,3,4,5-tetrahydro-1H-pyrido[4,3-b]indole). As a reaction SMILES: [Cl:1][C:2]1[C:3]([Cl:26])=[CH:4][C:5]2[C:6]3[CH2:24][N:23]([CH3:25])[CH2:22][CH2:21][C:7]=3[N:8]([CH2:11][C:12]([C:15]3[CH:20]=[CH:19][N:18]=[CH:17][CH:16]=3)(O)[CH3:13])[C:9]=2[CH:10]=1.[OH-].[K+]>S(Cl)(Cl)=O.O>[Cl:1][C:2]1[C:3]([Cl:26])=[CH:4][C:5]2[C:6]3[CH2:24][N:23]([CH3:25])[CH2:22][CH2:21][C:7]=3[N:8](/[CH:11]=[C:12](/[C:15]3[CH:16]=[CH:17][N:18]=[CH:19][CH:20]=3)\[CH3:13])[C:9]=2[CH:10]=1 |f:1.2|. Procedure details: A solution of 1-(7,8-dichloro-2-methyl-3,4-dihydro-1H-pyrido[4,3-b]indol-5(2H)-yl)-2-(pyridin-4-yl)propan-2-ol (500 mg, 1.2 mmol) in thionylchloride (5 mL) and stirred at RT for 5 h. The reaction mixture was concentrated under reduced pressure. The residue was dissolved in N-methyl-2-pyrrolidone (5 mL) and the solution was stirred at RT for 5 min. Powdered KOH (482 mg, 8.5 mmol) was added and the reaction mixture was heated at 100° C. for 1 h. The progress of reaction was monitored by TLC and NM... Starting materials: CCO, CCOC(=O)CC(C)(C)C(Cl)C=C(Cl)Cl, [H][H], [Na], O. Yields the product CCOC(=O)C1C(C=C(Cl)Cl)C1(C)C. RXN SMILES: [CH3:20][CH2:21][OH:22].[CH3:5][C:6]([CH2:7][C:8](=[O:9])[O:10][CH2:11][CH3:12])([CH:13]([CH:14]=[C:15]([Cl:16])[Cl:17])[Cl:18])[CH3:19].[H:3][H:4].[Na:1].[OH2:2]>>[CH3:5][C:6]1([CH3:19])[CH:7]([C:8](=[O:9])[O:10][CH2:11][CH3:12])[CH:13]1[CH:14]=[C:15]([Cl:16])[Cl:17]. The reactants are C(O)([O-])=O.[Na+] (sodium hydrogencarbonate), C[C@@]1(CN2C(O1)=NC(=C2)[N+](=O)[O-])CN2CCN(CC2)NC(OC(C)(C)C)=O (tert-butyl (S)-[4-(2-methyl-6-nitro-2,3-dihydroimidazo[2,1-b]oxazol-2-ylmethyl)piperazin-1-yl]carbamate), ClC=1C=CC2=C(C=C(O2)C=O)C1 (5-chlorobenzofuran-2-carbaldehyde), FC(C(=O)O)(F)F (trifluoroacetic acid). Solvent: C(Cl)Cl (methylene chloride). Conditions: time 2 hour. Product: ClC=1C=CC2=C(C=C(O2)C=NN2CCN(CC2)C[C@]2(CN3C(O2)=NC(=C3)[N+](=O)[O-])C)C1 ((S)-N-(5-chlorobenzofuran-2-ylmethylene)-N-[4-(2-methyl-6-nitro-2,3-dihydroimidazo[2,1-b]oxazol-2-ylmethyl)piperazin-1-yl]amine). Yield: 58.9%. RXN SMILES: [CH3:1][C@@:2]1([CH2:13][N:14]2[CH2:19][CH2:18][N:17]([NH:20][C:21](=O)OC(C)(C)C)[CH2:16][CH2:15]2)[O:6][C:5]2=[N:7][C:8]([N+:10]([O-:12])=[O:11])=[CH:9][N:4]2[CH2:3]1.[Cl:28][C:29]1[CH:30]=[CH:31][C:32]2[O:36][C:35](C=O)=[CH:34][C:33]=2[CH:39]=1.FC(F)(F)C(O)=O.C(=O)([O-])O.[Na+]>C(Cl)Cl>[Cl:28][C:29]1[CH:30]=[CH:31][C:32]2[O:36][C:35]([CH:21]=[N:20][N:17]3[CH2:16][CH2:15][N:14]([CH2:13][C@:2]4([CH3:1])[O:6][C:5]5=[N:7][C:8]([N+:10]([O-:12])=[O:11])=[CH:9][N:4]5[CH2:3]4)[CH2:19][CH2:18]3)=[CH:34][C:33]=2[CH:39]=1 |f:3.4|. Procedure: To a mixture of tert-butyl (S)-[4-(2-methyl-6-nitro-2,3-dihydroimidazo[2,1-b]oxazol-2-ylmethyl)piperazin-1-yl]carbamate prepared in Example 503 (0.20 g, 0.523 mmol) and 5-chlorobenzofuran-2-carbaldehyde (0.113 g, 0.628 mmol) and methylene chloride (4 ml), trifluoroacetic acid (0.4 ml) was added followed by stirring at room temperature for 2 hours. To the reaction mixture, a saturated sodium hydrogencarbonate solution was added followed by extraction with methylene chloride. The organic phase was... Reactants: C(C)(C)(C)OC(=O)N1CC2=CC(=C(C=C2C1)Cl)OC1CCOCC1 (5-chloro-6-(tetrahydro-pyran-4-yloxy)-1,3-dihydro-isoindole-2-carboxylic acid tert-butyl ester), FC(C(=O)O)(F)F (trifluoroacetic acid). The product is FC(C(=O)O)(F)F.ClC=1C=C2CNCC2=CC1OC1CCOCC1 (5-Chloro-6-(tetrahydro-pyran-4-yloxy)-2,3-dihydro-1H-isoindole trifluoroacetate). Reaction SMILES: C(OC([N:8]1[CH2:16][C:15]2[C:10](=[CH:11][C:12]([O:18][CH:19]3[CH2:24][CH2:23][O:22][CH2:21][CH2:20]3)=[C:13]([Cl:17])[CH:14]=2)[CH2:9]1)=O)(C)(C)C.[F:25][C:26]([F:31])([F:30])[C:27]([OH:29])=[O:28]>>[F:25][C:26]([F:31])([F:30])[C:27]([OH:29])=[O:28].[Cl:17][C:13]1[CH:14]=[C:15]2[C:10](=[CH:11][C:12]=1[O:18][CH:19]1[CH2:20][CH2:21][O:22][CH2:23][CH2:24]1)[CH2:9][NH:8][CH2:16]2 |f:2.3|. Procedure details: Prepared in analogy to Example A2(c) from 5-chloro-6-(tetrahydro-pyran-4-yloxy)-1,3-dihydro-isoindole-2-carboxylic acid tert-butyl ester and trifluoroacetic acid. Yellow oil. 256.3 ([{37Cl}M+H]+, 50%), 254.3 ([{35Cl}M+H]+, 100%).